This data is from the Open Reaction Database (ORD), a public repository of structured organic reaction records. The task is: describe an organic reaction: reactants, conditions, products, and yield The reactants are COCC(CC(=O)OC)=O (methyl 4-methoxy-acetoacetate), CNC (dimethylamine), C(C)O (ethanol). Yields the product COCC(CC(=O)N(C)C)=O (4-Methoxy-N,N-dimethyl-3-oxobutaneamide). RXN SMILES: [CH3:1][O:2][CH2:3][C:4](=[O:10])[CH2:5][C:6](OC)=[O:7].[CH3:11][NH:12][CH3:13].C(O)C>>[CH3:1][O:2][CH2:3][C:4](=[O:10])[CH2:5][C:6]([N:12]([CH3:13])[CH3:11])=[O:7]. Reported procedure: 0.17 mol (25 g) of methyl 4-methoxy-acetoacetate and 91 ml 33% dimethylamine in ethanol (about 0.51 mol dimethylamine) were stirred in a pressure reactor for 4 h at 110° C. The reaction mixture was then evaporated to dryness and 27 g of crude product chromatographed over 350 g silica gel with ethyl acetate/methanol 9/1. After drying, 12.4 g of the title compound were obtained. Reactants: CC(C)(C)[Si](C)(C)Cl, COC(=O)c1ccc(C#N)c(O)c1, CN(C)C=O, O, c1c[nH]cn1. Product: COC(=O)c1ccc(C#N)c(O[SiH3])c1. Reaction SMILES: [C:14]([Si:18]([Cl:15])([CH3:16])[CH3:17])([CH3:19])([CH3:20])[CH3:21].[C:1](#[N:2])[c:3]1[c:4]([OH:13])[cH:5][c:6]([C:7](=[O:8])[O:9][CH3:10])[cH:11][cH:12]1.[CH3:27][N:28]([CH3:29])[CH:30]=[O:31].[OH2:32].[nH:22]1[cH:23][cH:24][n:25][cH:26]1>>[C:1](#[N:2])[c:3]1[c:4]([O:13][SiH3:18])[cH:5][c:6]([C:7](=[O:8])[O:9][CH3:10])[cH:11][cH:12]1.